From a dataset of the Open Reaction Database (ORD), a public repository of structured organic reaction records. describe an organic reaction: reactants, conditions, products, and yield The reactants are [Si](C)(C)(C(C)(C)C)OC(/C=C/C1C2C\C(\C(C2CC1)=O)=C/CCCC(=O)OC)COC1=CC=CC=C1 (6-[(E)-3-tert-butyldimethylsilyloxy-4-phenoxybut-1-enyl]-3-[(E)-4-methoxycarbonylbutylidene]bicyclo[3,3,0]octan-2-one), [Si](C)(C)(C(C)(C)C)OC(/C=C/C1C2CC(C(C2CC1)=O)C(CCCC(=O)OC)O)COC1=CC=CC=C1 (6-[(E)-3-tert-butyldimethylsilyloxy-4-phenoxybut-1-enyl]-3-(1-hydroxy-4-methoxycarbonylbut-1-yl)bicyclo[3,3,0]octan-2-one), COC(=O)CCC\C=C/1\C(C2CCCC2C1)=O (3-[(E)-4-methoxycarbonylbutylidene]bicyclo[3,3,0]octan-2-one), ( 15R ), ( 15S ), 6a-oxo-6,9-methano-15-tert-butyldimethylsilyloxy-16-phenoxy-17,18,19,20-tetranorprosta-5,13-dienoate. Product: OC(CCCC(=O)OC)C1C(C2CCCC2C1)=O (3-(1-hydroxy-methoxycarbonylbut-1-yl)bicyclo[3,3,0]octan-2-one). RXN SMILES: [Si](OC(COC1C=CC=CC=1)/C=C/[CH:12]1[CH2:19][CH2:18][CH:17]2[CH:13]1[CH2:14][CH:15]([CH:21]([OH:29])[CH2:22][CH2:23][CH2:24][C:25]([O:27][CH3:28])=[O:26])[C:16]2=[O:20])(C(C)(C)C)(C)C.[Si](OC(COC1C=CC=CC=1)/C=C/C1CCC2C1C/C(=C\CCCC(OC)=O)/C2=O)(C(C)(C)C)(C)C.COC(CCC/C=C1/C(=O)C2C(C/1)CCC2)=O>>[OH:29][CH:21]([CH:15]1[CH2:14][CH:13]2[CH:17]([CH2:18][CH2:19][CH2:12]2)[C:16]1=[O:20])[CH2:22][CH2:23][CH2:24][C:25]([O:27][CH3:28])=[O:26]. Procedure: By proceeding in a manner similar to that described in Reference Example 48, but replacing the starting material by the appropriate quantity of 6-[(E)-3-tert-butyldimethylsilyloxy-4-phenoxybut-1-enyl]-3-(1-hydroxy-4-methoxycarbonylbut-1-yl)bicyclo[3,3,0]octan-2-one, prepared as described in Reference Example 53, and in the form of (±)-6β-[(E)-(mixture of 3α and 3β)-tert-butyldimethylsilyloxy-4-phenoxybut-1-enyl]-3-(1-hydroxy-methoxycarbonylbut-1-yl)bicyclo[3,3,0]octan-2-one, there was prepared 6... Starting materials: C1(=CC=CC=C1)OC(NC1=CC(=CC=C1)CNC(=O)O[C@@H]1COCC1)=O ({3-[((S)-tetrahydro-furan-3-yloxycarbonylamino)-methyl]-phenyl}-carbamic acid phenyl ester), COC=1C=C(C=CC1C1=CN=CO1)N (3-methoxy-4-(oxazol-5-yl)benzenamine). Run at time 1 hour. Product: COC=1C=C(C=CC1C1=CN=CO1)NC(NC=1C=C(CNC(O[C@@H]2COCC2)=O)C=CC1)=O ((S)-tetrahydrofuran-3-yl 3-(3-(3-methoxy-4-(oxazol-5-yl)phenyl)ureido)benzylcarbamate). The yield is 91.7%. RXN SMILES: C1(O[C:8](=[O:26])[NH:9][C:10]2[CH:15]=[CH:14][CH:13]=[C:12]([CH2:16][NH:17][C:18]([O:20][C@H:21]3[CH2:25][CH2:24][O:23][CH2:22]3)=[O:19])[CH:11]=2)C=CC=CC=1.[CH3:27][O:28][C:29]1[CH:30]=[C:31]([NH2:40])[CH:32]=[CH:33][C:34]=1[C:35]1[O:39][CH:38]=[N:37][CH:36]=1>>[CH3:27][O:28][C:29]1[CH:30]=[C:31]([NH:40][C:8](=[O:26])[NH:9][C:10]2[CH:11]=[C:12]([CH:13]=[CH:14][CH:15]=2)[CH2:16][NH:17][C:18](=[O:19])[O:20][C@H:21]2[CH2:25][CH2:24][O:23][CH2:22]2)[CH:32]=[CH:33][C:34]=1[C:35]1[O:39][CH:38]=[N:37][CH:36]=1. Reported procedure: Added 15 g of {3-[((S)-tetrahydro-furan-3-yloxycarbonylamino)-methyl]-phenyl}-carbamic acid phenyl ester 2e and 8.58 g of 3-methoxy-4-(oxazol-5-yl)benzenamine 2g into a 500 ml 3-necked flask and then purged the system with nitrogen before adding 225 ml of ethyl acetate. Next added 5.43 g of diisopropylethylamine over 1 minute, then heated at reflux for 24 hours. Once the reaction was complete, the mixture was cooled to room temperature and stirred for an additional 1 hour. Precipitated solid was... Starting materials: S(=O)(Cl)Cl (thionyl chloride), C1(=CC=CC=C1)C(=CCO)C=1C=C(C=CC1)C(C(=O)O)C (2-[3-(1-phenyl-3-hydroxy-1-propenyl)phenyl]propionic acid). Run in C(Cl)Cl (methylene chloride), same solvent. Reaction conditions: time 1 hour. The product is C1(=CC=CC=C1)C(=CCCl)C=1C=C(C=CC1)C(C(=O)O)C (2-[3-(1-Phenyl-3-chloro-1-propenyl)phenyl]propionic acid). As a reaction SMILES: S(Cl)([Cl:3])=O.[C:5]1([C:11]([C:15]2[CH:16]=[C:17]([CH:21]([CH3:25])[C:22]([OH:24])=[O:23])[CH:18]=[CH:19][CH:20]=2)=[CH:12][CH2:13]O)[CH:10]=[CH:9][CH:8]=[CH:7][CH:6]=1>C(Cl)Cl>[C:5]1([C:11]([C:15]2[CH:16]=[C:17]([CH:21]([CH3:25])[C:22]([OH:24])=[O:23])[CH:18]=[CH:19][CH:20]=2)=[CH:12][CH2:13][Cl:3])[CH:10]=[CH:9][CH:8]=[CH:7][CH:6]=1. Procedure details: A solution of 18.5 g of dry thionyl chloride in 30 mL methylene chloride was added, along 1 hour, to a solution of 41.7 g of 2-[3-(1-phenyl-3-hydroxy-1-propenyl)phenyl]propionic acid in 60 mL of the same solvent, kept at 5-10° C. After standing for 1 hour, volatile materials were removed under vacuum. The oily residue, mainly formed by the title compound, was used in subsequent reactions without further purification. IR Spectrum (film), cm-1 : 3400-2600, 1710, 1600, 1490, 1410, 1245, 1230, 1070,...